This data is from the Open Reaction Database (ORD), a public repository of structured organic reaction records. The task is: describe an organic reaction: reactants, conditions, products, and yield The reactants are C(C)N1C(N(C2=NC=CC(=C21)C)C2=CC=C(C=C2)OC2=NC1=C(N2COCC[Si](C)(C)C)C=CC=C1)=O (1-ethyl-7-methyl-3-{4-[(1-{[2-(trimethylsilyl)ethoxy]methyl}-1H-benzimidazol-2-yl)oxy]phenyl}-1,3-dihydro-2H-imidazo[4,5-b]pyridin-2-one), Cl (HCl). The solvent is CCO (EtOH). Conditions: temperature 60 celsius, time 10 hour. Yields the product Cl.Cl.N1C(=NC2=C1C=CC=C2)OC2=CC=C(C=C2)N2C(N(C=1C2=NC=CC1C)CC)=O (3-[4-(1H-benzimidazol-2-yloxy)phenyl]-1-ethyl-7-methyl-1,3-dihydro-2H-imidazo[4,5-b]pyridin-2-one dihydrochloride). RXN SMILES: [CH2:1]([N:3]1[C:11]2[C:6](=[N:7][CH:8]=[CH:9][C:10]=2[CH3:12])[N:5]([C:13]2[CH:18]=[CH:17][C:16]([O:19][C:20]3[N:24](COCC[Si](C)(C)C)[C:23]4[CH:33]=[CH:34][CH:35]=[CH:36][C:22]=4[N:21]=3)=[CH:15][CH:14]=2)[C:4]1=[O:37])[CH3:2].[ClH:38]>CCO>[ClH:38].[ClH:38].[NH:21]1[C:22]2[CH:36]=[CH:35][CH:34]=[CH:33][C:23]=2[N:24]=[C:20]1[O:19][C:16]1[CH:17]=[CH:18][C:13]([N:5]2[C:6]3=[N:7][CH:8]=[CH:9][C:10]([CH3:12])=[C:11]3[N:3]([CH2:1][CH3:2])[C:4]2=[O:37])=[CH:14][CH:15]=1 |f:3.4.5|. Procedure details: A mixture of 1-ethyl-7-methyl-3-{4-[(1-{[2-(trimethylsilyl)ethoxy]methyl}-1H-benzimidazol-2-yl)oxy]phenyl}-1,3-dihydro-2H-imidazo[4,5-b]pyridin-2-one (0.090 g) and 2N HCl in EtOH (5.0 mL) was stirred at 60° C. for 10 h. After cooling to room temperature, the solvent was removed. The residue was recrystallized from EtOH-AcOEt to give 3-[4-(1H-benzimidazol-2-yloxy)phenyl]-1-ethyl-7-methyl-1,3-dihydro-2H-imidazo[4,5-b]pyridin-2-one dihydrochloride (0.040 g). Starting materials: C(CCC)OCCOC1=CC=C(C=C1)C=1C=CC2=C(C=C(CCN2CC=2C=NN(C2)C)C(=O)OC)C1 (methyl 7-(4-butoxyethoxyphenyl)-1-[(1-methylpyrazol-4-yl)methyl]-2,3-dihydro-1-benzazepine-4-carboxylate), Cl (hydrochloric acid), [OH-].[Na+] (sodium hydroxide), O (water). Run in O1CCCC1 (tetrahydrofuran), CO (methanol). Run at time 3 day. Product: C(CCC)OCCOC1=CC=C(C=C1)C=1C=CC2=C(C=C(CCN2CC=2C=NN(C2)C)C(=O)O)C1 (7-(4-butoxyethoxyphenyl)-1-[(1-methylpyrazol-4-yl)methyl]-2,3-dihydro-1-benzazepine-4-carboxylic acid). The yield is 76.7%. RXN SMILES: [CH2:1]([O:5][CH2:6][CH2:7][O:8][C:9]1[CH:14]=[CH:13][C:12]([C:15]2[CH:16]=[CH:17][C:18]3[N:24]([CH2:25][C:26]4[CH:27]=[N:28][N:29]([CH3:31])[CH:30]=4)[CH2:23][CH2:22][C:21]([C:32]([O:34]C)=[O:33])=[CH:20][C:19]=3[CH:36]=2)=[CH:11][CH:10]=1)[CH2:2][CH2:3][CH3:4].[OH-].[Na+].O.Cl>O1CCCC1.CO>[CH2:1]([O:5][CH2:6][CH2:7][O:8][C:9]1[CH:14]=[CH:13][C:12]([C:15]2[CH:16]=[CH:17][C:18]3[N:24]([CH2:25][C:26]4[CH:27]=[N:28][N:29]([CH3:31])[CH:30]=4)[CH2:23][CH2:22][C:21]([C:32]([OH:34])=[O:33])=[CH:20][C:19]=3[CH:36]=2)=[CH:11][CH:10]=1)[CH2:2][CH2:3][CH3:4] |f:1.2|. Reported procedure: To a solution of methyl 7-(4-butoxyethoxyphenyl)-1-[(1-methylpyrazol-4-yl)methyl]-2,3-dihydro-1-benzazepine-4-carboxylate (321 mg) in a mixture of tetrahydrofuran (24 ml) and methanol (24 ml) was added 1N sodium hydroxide solution (8 ml), and the mixture was stirred at room temperature for 3 days. Then, to the mixture was added water at 0° C., and 1N hydrochloric acid was further added to neutralize, and the mixture was extracted with ethyl acetate. The organic layer was washed with water and sa... The reactants are C(=O)(O)[O-].[Na+] (NaHCO3), C1=C(C=CC2=CC=CC=C12)S(=O)(=O)Cl (2-naphthalenesulfonyl chloride), N1[C@H](C(=O)O)C[C@@H](O)C1 (L-Hydroxyproline), C(C)N1CCOCC1 (N-ethyl-morpholine). Solvent: CCOCC (Et2O), C(C)O (ethanol), C1CCOC1 (THF), C[Si](N[Si](C)(C)C)(C)C (hexamethyldisilazane). Reaction conditions: temperature 120 celsius, time 50 hour. The product is O[C@@H]1C[C@H](N(C1)S(=O)(=O)C1=CC2=CC=CC=C2C=C1)C(=O)O ((2S,4R)-4-hydroxy-1-(naphthalene-2-sulfonyl)-pyrrolidine-2-carboxylic acid). The yield is 67.9%. As a reaction SMILES: [NH:1]1[CH2:9][C@H:7]([OH:8])[CH2:6][C@H:2]1[C:3]([OH:5])=[O:4].C(N1CCOCC1)C.[CH:18]1[C:27]2[C:22](=[CH:23][CH:24]=[CH:25][CH:26]=2)[CH:21]=[CH:20][C:19]=1[S:28](Cl)(=[O:30])=[O:29].C([O-])(O)=O.[Na+]>C[Si](C)(C)N[Si](C)(C)C.C1COCC1.CCOCC.C(O)C>[OH:8][C@H:7]1[CH2:9][N:1]([S:28]([C:19]2[CH:20]=[CH:21][C:22]3[C:27](=[CH:26][CH:25]=[CH:24][CH:23]=3)[CH:18]=2)(=[O:30])=[O:29])[C@H:2]([C:3]([OH:5])=[O:4])[CH2:6]1 |f:3.4|. Reported procedure: 11 g (83.9 mmol) L-Hydroxyproline were dissolved in 110 ml hexamethyldisilazane and heated to 120° C. overnight, cooled to room temperature and evaporated. The oily residue was dissolved in 110 ml THF, 16.5 ml (79.7 mmol, 0.95 eq) N-ethyl-morpholine was added, followed by 18.25 g (79.7 mmol, 0.95 eq) 2-naphthalenesulfonyl chloride in 130 ml THF over a period of 60 min. The solution was stirred at RT for 50 h, 15 ml ethanol were added and the solution was stirred for 15 min. At that time 400 ml o... Reactants: O=C[C@H](O)[C@@H](O)[C@H](O)[C@H](O)CO (glucose), ferrous sulfate, S(=O)(=O)([O-])[O-].[Mg+2] (magnesium sulfate), OC(=O)CCCC[C@@H]1SC[C@@H]2NC(=O)N[C@H]12 (biotin), S(=O)(=O)([O-])[O-].[NH4+].[NH4+] (ammonium sulfate), [K] (potassium), CC1=C(SC=[N+]1CC=2C=NC(=NC2N)C)CCO.Cl.[Cl-] (thiamine hydrochloride). Reagents/catalysts: S(=O)(=O)([O-])[O-].[Mn+2] (manganese sulfate). Product: N[C@@H]([C@@H](C)CC)C(=O)O (L-isoleucine). Reaction SMILES: O=[CH:2][C@@H]([C@H]([C@@H]([C@@H](CO)O)O)O)O.S([O-])([O-])(=O)=O.[NH4+:18].[NH4+].[K].S([O-])([O-])(=O)=O.[Mg+2].CC1[N+](CC2C=NC(C)=NC=2N)=CSC=1CCO.Cl.[Cl-].[OH:47][C:48]([CH2:50][CH2:51][CH2:52][CH2:53][C@H]1[C@@H]2[C@@H](NC(N2)=O)CS1)=[O:49]>S([O-])([O-])(=O)=O.[Mn+2]>[NH2:18][C@H:50]([C:48]([OH:47])=[O:49])[C@H:51]([CH2:52][CH3:53])[CH3:2] |f:1.2.3,5.6,7.8.9,11.12,^1:19|. Reported procedure: An aqueous solution medium having a composition of 10% of glucose, 1% of ammonium sulfate, 0.1% of potassium primary phosphate, 0.04% of magnesium sulfate, 0.001% of ferrous sulfate, 0.001% of manganese sulfate, 100 μg/l of thiamine hydrochloride, 100 μg/l of biotin and 2 ml/dl of Aji-Eki®, at pH 7.0, was charged in an amount of 300 ml into separate small sized glass jar fermenters. After sterilizing in a conventional manner, the various L-isoleucine-producing bacterial strains shown in Table 16...